The task is: describe an organic reaction: reactants, conditions, products, and yield. This data is from the Open Reaction Database (ORD), a public repository of structured organic reaction records. The reactants are ClCN1N=CN=C1 (1-chloromethyl-1H-1,2,4-triazole), P(OCC)(OCC)[O-].[Na+] (sodium diethyl phosphite). The solvent is C(C)#N (acetonitrile). The product is N1(N=CN=C1)CP(OCC)(OCC)=O (diethyl (1H-1,2,4-triazol-1-yl)methylphosphonate). Isolated yield 56.2%. RXN SMILES: Cl[CH2:2][N:3]1[CH:7]=[N:6][CH:5]=[N:4]1.[P:8]([O-:15])([O:12][CH2:13][CH3:14])[O:9][CH2:10][CH3:11].[Na+]>C(#N)C>[N:3]1([CH2:2][P:8](=[O:15])([O:12][CH2:13][CH3:14])[O:9][CH2:10][CH3:11])[CH:7]=[N:6][CH:5]=[N:4]1 |f:1.2|. Procedure: A mixture of 18.2 g (0.155 mole) of 1-chloromethyl-1H-1,2,4-triazole, 27.2 g (0.17 mole) of sodium diethyl phosphite and 200 ml of acetonitrile is heated for 2 hours to 60° C. and then refluxed for 16 hours. The precipitate is removed and the solution is concentrated. Fractional distillation of the residue yields 19.1 g (56.5%) of diethyl (1H-1,2,4-triazol-1-yl)methylphosphonate in the form of a colourless oil with a boiling point of 120°-129° C./0.053 mb. The reactants are C1CCOC1, CN1CCC(O)C(c2ccccc2)C1, COc1ccc(O)cc1, CCCCCC, Cl, c1ccc(P(c2ccccc2)c2ccccc2)cc1. Yields the product COc1ccc(OC2CCN(C)CC2c2ccccc2)cc1, Cl. As a reaction SMILES: [CH2:44]1[O:45][CH2:46][CH2:47][CH2:48]1.[CH3:1][N:2]1[CH2:3][CH:4]([c:9]2[cH:10][cH:11][cH:12][cH:13][cH:14]2)[CH:5]([OH:8])[CH2:6][CH2:7]1.[CH3:34][O:35][c:36]1[cH:37][cH:38][c:39]([OH:42])[cH:40][cH:41]1.[CH3:49][CH2:50][CH2:51][CH2:52][CH2:53][CH3:54].[ClH:43].[c:15]1([P:16]([c:17]2[cH:18][cH:19][cH:20][cH:21][cH:22]2)[c:23]2[cH:24][cH:25][cH:26][cH:27][cH:28]2)[cH:29][cH:30][cH:31][cH:32][cH:33]1>>[CH3:1][N:2]1[CH2:3][CH:4]([c:9]2[cH:10][cH:11][cH:12][cH:13][cH:14]2)[CH:5]([O:8][c:39]2[cH:38][cH:37][c:36]([O:35][CH3:34])[cH:41][cH:40]2)[CH2:6][CH2:7]1.[ClH:43]. Reactants: C1(=CC=CC=C1)N1N=C2C(=CNC=3C=CC(=NC23)N2CCNCC2)C1=O (2-Phenyl-8-(piperazin-1-yl)-2,5-dihydro-pyrazolo[4,3-c][1,5]naphthyridin-3-one), OC1CNCCC1 (3-hydroxypiperidine). The product is OC1CN(CCC1)C1=NC=2C=3C(=CNC2C=C1)C(N(N3)C3=CC=CC=C3)=O (8-(3-Hydroxy-piperidin-1-yl)-2-phenyl-2,5-dihydro-pyrazolo[4,3-c][1,5]naphthyridin-3-one). As a reaction SMILES: [C:1]1([N:7]2[C:25](=[O:26])[C:10]3=[CH:11][NH:12][C:13]4[CH:14]=[CH:15][C:16](N5CCNCC5)=[N:17][C:18]=4[C:9]3=[N:8]2)[CH:6]=[CH:5][CH:4]=[CH:3][CH:2]=1.[OH:27][CH:28]1[CH2:33][CH2:32][CH2:31][NH:30][CH2:29]1>>[OH:27][CH:28]1[CH2:33][CH2:32][CH2:31][N:30]([C:16]2[CH:15]=[CH:14][C:13]3[NH:12][CH:11]=[C:10]4[C:25](=[O:26])[N:7]([C:1]5[CH:6]=[CH:5][CH:4]=[CH:3][CH:2]=5)[N:8]=[C:9]4[C:18]=3[N:17]=2)[CH2:29]1. Procedure: The title compound was prepared following the procedure described for 6a using 3-hydroxypiperidine instead of piperazine. 1H-NMR (DMSO-d6) δ (ppm): 1.40 (2H, m), 1.75 (1H, m), 1.80 (1H, m), 2.92 (1H, dd, J=12.64, 8.79 Hz), 3.51 (1H, m), 4.10 (1H, m), 4.33 (1H, dd, J=12.63, 3.84 Hz), 4.91 (1H, d, J=4.40 Hz), 7.15 (1H, tt, J=7.42, 1.09 Hz), 7.20 (1H, d, J=9.34 Hz), 7.42 (2H, dd, J=8.52, 7.42 Hz), 7.80 (1H, d, J=9.34 Hz), 8.21 (2H, dd, J=8.79, 1.38 Hz), 8.53 (1H, s). m/z 361.4 (MH+). The reactants are OC1=CC=C(C=C1)CCN (2-(4-hydroxyphenyl)ethylamine), CCN=C=NCCCN(C)C.Cl (WSC hydrochloride), C(CCCCC)OC=1C=C(C(=O)O)C=CC1OCCCCCC (3,4-Dihexyloxybenzoic acid), O.ON1N=NC2=C1C=CC=C2 (1-hydroxy-benzotriazole hydrate). Solvent: CN(C)C=O (DMF), C(C)(=O)OCC (ethyl acetate). Run at time 15 hour. Product: C(CCCCC)OC=1C=C(C(=O)NCCC2=CC=C(C=C2)O)C=CC1OCCCCCC (3,4-dihexyloxy-N-[2-(4-hydroxyphenyl)ethyl]benzamide). Isolated yield 104.2%. RXN SMILES: [CH2:1]([O:7][C:8]1[CH:9]=[C:10]([CH:14]=[CH:15][C:16]=1[O:17][CH2:18][CH2:19][CH2:20][CH2:21][CH2:22][CH3:23])[C:11]([OH:13])=O)[CH2:2][CH2:3][CH2:4][CH2:5][CH3:6].O.ON1C2C=CC=CC=2N=N1.[OH:35][C:36]1[CH:41]=[CH:40][C:39]([CH2:42][CH2:43][NH2:44])=[CH:38][CH:37]=1.CCN=C=NCCCN(C)C.Cl>CN(C=O)C.C(OCC)(=O)C>[CH2:1]([O:7][C:8]1[CH:9]=[C:10]([CH:14]=[CH:15][C:16]=1[O:17][CH2:18][CH2:19][CH2:20][CH2:21][CH2:22][CH3:23])[C:11]([NH:44][CH2:43][CH2:42][C:39]1[CH:40]=[CH:41][C:36]([OH:35])=[CH:37][CH:38]=1)=[O:13])[CH2:2][CH2:3][CH2:4][CH2:5][CH3:6] |f:1.2,4.5|. Reported procedure: 3,4-Dihexyloxybenzoic acid (161 mg, 0.5 mmol) and 1-hydroxy-benzotriazole hydrate (45.9 mg, 0.3 mmol, 0.6 eq) were dissolved in DMF (5 ml), and to this solution were successively added 2-(4-hydroxyphenyl)ethylamine (82 mg, 0.6 mmol, 1.2 eq) and WSC hydrochloride (114 mg, 0.6 mmol, 1.2 eq) at room temperature. The mixture was stirred at room temperature for 15 hours. This reaction mixture was poured into ethyl acetate (75 ml), washed with water (5 ml×3) and saturated brine (15 ml). The organic la...